Dataset: the Open Reaction Database (ORD), a public repository of structured organic reaction records. Task: describe an organic reaction: reactants, conditions, products, and yield Starting materials: O (water), Cl.ClCCN(C)C (1-chloro-2-(N,N-dimethylamino)ethane hydrochloride), ClC1=CC=2C(C=3N(C2C=C1)C=CC3)=NO (7-chloro-9-hydroxyiminopyrrolo[1,2-a]indole), C([O-])([O-])=O.[Na+].[Na+] (sodium carbonate). Solvent: CC(=O)C (acetone). Product: ClC1=CC=2C(C=3N(C2C=C1)C=CC3)=NOCCN(C)C (7-Chloro-9-{[2-(N,N-dimethylamino)ethoxy]imino}pyrrolo[1,2-a]indole). RXN SMILES: O.Cl.Cl[CH2:4][CH2:5][N:6]([CH3:8])[CH3:7].[Cl:9][C:10]1[CH:18]=[CH:17][C:16]2[N:15]3[CH:19]=[CH:20][CH:21]=[C:14]3[C:13](=[N:22][OH:23])[C:12]=2[CH:11]=1.C(=O)([O-])[O-].[Na+].[Na+]>CC(C)=O>[Cl:9][C:10]1[CH:18]=[CH:17][C:16]2[N:15]3[CH:19]=[CH:20][CH:21]=[C:14]3[C:13](=[N:22][O:23][CH2:4][CH2:5][N:6]([CH3:8])[CH3:7])[C:12]=2[CH:11]=1 |f:1.2,4.5.6|. Reported procedure: Add 5 ml of water, 0.94 g (6.5 mmol) of 1-chloro-2-(N,N-dimethylamino)ethane hydrochloride and 1.19 g (5.44 mmol) of 7-chloro-9-hydroxyiminopyrrolo[1,2-a]indole (Preparation 46) in succession to a solution of 1.56 g (14.7 mmol) of sodium carbonate in 100 ml of acetone, then heat the reaction mixture at reflux for 36 hours. The acetone is removed under reduced pressure and the residue is taken up in 50 ml of water and extracted with diethyl ether. The ethereal phase is washed with water, dried ov... The reactants are COC=1C=C2CC3=C(N(N=C3)CC(C)N)C2=CC1 (2-(6-Methoxy-4H-indeno[1,2-c]pyrazol-1-yl)-1-methylethylamine), [B-]([S+](C)C)(Br)(Br)Br (boron tribromide-methylsulfide complex), C1CCOC1 (THF), C(=O)(O)[O-].[Na+] (NaHCO3). Solvent: ClCCCl (1,2-dichloroethane). Yields the product NC(CN1N=CC2=C1C1=CC=C(C=C1C2)O)C (1-(2-Aminopropyl)-1,4-dihydro-indeno[1,2-c]pyrazol-6-ol). Yield: 13.3%. Reaction SMILES: C[O:2][C:3]1[CH:4]=[C:5]2[C:16](=[CH:17][CH:18]=1)[C:8]1[N:9]([CH2:12][CH:13]([NH2:15])[CH3:14])[N:10]=[CH:11][C:7]=1[CH2:6]2.[B-](Br)(Br)(Br)[S+](C)C.C1COCC1.C([O-])(O)=O.[Na+]>ClCCCl>[NH2:15][CH:13]([CH3:14])[CH2:12][N:9]1[C:8]2[C:16]3[C:5]([CH2:6][C:7]=2[CH:11]=[N:10]1)=[CH:4][C:3]([OH:2])=[CH:18][CH:17]=3 |f:3.4|. Procedure: To a solution of the product from Step D (0.56 g, 0.23 mmol) in 1,2-dichloroethane (10 mL) was added boron tribromide-methylsulfide complex in THF solution (1.0M, 0.5 mL, 0.5 mmol) and the solution heated to reflux for 16 h. The solution was allowed to cool, poured into aqueous NaHCO3, extracted with chloroform (2×20 mL), dried (Na2SO4) and concentrated. The crude product was purified by chromatography (silica, 20% methanol in dichloromethane) to give a solid (0.007 g, 13%): 1H NMR (CDCl3) δ7.39... The reactants are N1=CC=C(C=C1)N1CCN(CC1)CC(=O)C1=CC=C(OC(C(=O)OC)(C)C)C=C1 (methyl 2-[4-[2-[4-(4-pyridyl)piperazin-1-yl]-acetyl]phenoxy]isobutyrate), Br (hydrobromic acid), O1CCOCC1 (dioxane). Solvent: O (water), O (water). Reaction conditions: temperature 95 celsius. Yields the product Br.Br.N1=CC=C(C=C1)C1N(CCNC1)CC(=O)C1=CC=C(OC(C(=O)O)(C)C)C=C1 (2-[4-[2-[2-(4-pyridyl)piperazin-1-yl]acetyl]phenoxy]-isobutyric acid, dihydrobromide). RXN SMILES: N1C=CC([N:7]2[CH2:12][CH2:11][N:10]([CH2:13][C:14]([C:16]3[CH:29]=[CH:28][C:19]([O:20][C:21]([CH3:27])([CH3:26])[C:22]([O:24]C)=[O:23])=[CH:18][CH:17]=3)=[O:15])[CH2:9][CH2:8]2)=CC=1.[BrH:30].O1[CH2:36][CH2:35]OCC1>O>[BrH:30].[BrH:30].[N:10]1[CH:36]=[CH:35][C:16]([CH:9]2[CH2:8][NH:7][CH2:12][CH2:11][N:10]2[CH2:13][C:14]([C:16]2[CH:29]=[CH:28][C:19]([O:20][C:21]([CH3:27])([CH3:26])[C:22]([OH:24])=[O:23])=[CH:18][CH:17]=2)=[O:15])=[CH:14][CH:13]=1 |f:4.5.6|. Reported procedure: A mixture of methyl 2-[4-[2-[4-(4-pyridyl)piperazin-1-yl]-acetyl]phenoxy]isobutyrate (50 mg), 48% w/v hydrobromic acid (0.74 ml), dioxane (1 ml) and water (3 ml) was heated at 95° C. for 4 hours. The solution was cooled, diluted with water and freeze-dried to give the title compound, 40 mg, as a pale yellow solid: m.p. 163°-167° C.; NMR (D2O) δ 8.40 (2H, d), 8.16 (2H, d), 7.40 (2H, d), 7.21 (2H, d), 5.21 (2H, s), 4.32 (4H, b), 3.89 (4H, bt), 1.86 (6H, s); m/e 384 (M+H)+ ; calculated for C21H25N3... Reactants: CCOC=O, CCOC(=O)CCC1CCCC1, Cl, [H-], [Na+], CN(C)C=O. Yields the product CCOC(=O)C(C=O)CC1CCCC1. Reaction SMILES: [CH:15](=[O:16])[O:17][CH2:18][CH3:19].[CH:1]1([CH2:6][CH2:7][C:8](=[O:9])[O:10][CH2:11][CH3:12])[CH2:2][CH2:3][CH2:4][CH2:5]1.[ClH:20].[H-:13].[Na+:14].[O:21]=[CH:22][N:23]([CH3:24])[CH3:25]>>[CH:1]1([CH2:6][CH:7]([C:8](=[O:9])[O:10][CH2:11][CH3:12])[CH:15]=[O:16])[CH2:2][CH2:3][CH2:4][CH2:5]1. Starting materials: C(C)OCC (diethyl ether), C(C)OC(CC1(SC2=C(S1)C=C1C(SC(S1)(CC(=O)O)CC(=O)O)=C2)CC(=O)O)=O (Benzo[1,2-d:4,5-d']bis(1,3)dithiole-2,2,6,6-tetraacetic acid ethyl ester), C(C)O (ethanol). Solvent: O (water). Yields the product OCCC1(SC2=C(S1)C=C1C(SC(S1)(CCO)CCO)=C2)CCO (2,2,6,6-Tetra(hydroxyethyl)benzo[1,2-d:4,5-d']bis(1,3)dithiole). Reaction SMILES: C(OCC)C.C([O:8][C:9](=O)[CH2:10][C:11]1([CH2:31][C:32](O)=[O:33])[S:15][C:14]2[CH:16]=[C:17]3[S:21][C:20]([CH2:26][C:27](O)=[O:28])([CH2:22][C:23](O)=[O:24])[S:19][C:18]3=[CH:30][C:13]=2[S:12]1)C.C(O)C>O>[OH:28][CH2:27][CH2:26][C:20]1([CH2:22][CH2:23][OH:24])[S:19][C:18]2[CH:30]=[C:13]3[S:12][C:11]([CH2:31][CH2:32][OH:33])([CH2:10][CH2:9][OH:8])[S:15][C:14]3=[CH:16][C:17]=2[S:21]1. Procedure details: A dry flask under argon atmosphere was charged with diethyl ether (2600 ml) and LiAlH, (21.2 g 0.56 mol). Benzo[1,2-d:4,5-d']bis(1,3)dithiole-2,2,6,6-tetraacetic acid ethyl ester (80.2 g, 0.139 mol) was added and the mixture was refluxed for 26 h. The mixture was cooled to ambient temperature and ethanol (165 ml) was carefully added followed by water (410 ml). The ether was decanted off and the white precipitate was stirred with water (3300 ml) to give a slurry. After acidification with hydrochl...